This data is from the Open Reaction Database (ORD), a public repository of structured organic reaction records. The task is: describe an organic reaction: reactants, conditions, products, and yield Yields the product O=C1CC(c2ccccc2)c2ccccc2CN1. The reactants are [Al+3], [Cl-], [Cl-], [Cl-], Cl, O=[N+]([O-])c1ccccc1, O, O=C(CC(c1ccccc1)c1ccccc1)NCO. RXN SMILES: [Al+3:2].[Cl-:1].[Cl-:3].[Cl-:4].[ClH:33].[O-:24][N+:25]([c:26]1[cH:27][cH:28][cH:29][cH:30][cH:31]1)=[O:32].[OH2:34].[OH:5][CH2:6][NH:7][C:8]([CH2:9][CH:10]([c:11]1[cH:12][cH:13][cH:14][cH:15][cH:16]1)[c:17]1[cH:18][cH:19][cH:20][cH:21][cH:22]1)=[O:23]>>[CH2:6]1[NH:7][C:8](=[O:23])[CH2:9][CH:10]([c:11]2[cH:12][cH:13][cH:14][cH:15][cH:16]2)[c:17]2[c:18]1[cH:19][cH:20][cH:21][cH:22]2. Reactants: NC1=CC=CC=C1 (aniline), C[Si](C)(C)[N-][Si](C)(C)C.[K+] (potassium bis(trimethylsilyl)amide), CS(=O)(=O)C1=NC=CC(=N1)C=1C=C(C(NC1C1=CC(=CC=C1)C(F)(F)F)=O)C#N (5-(2-methylsulfonylpyrimidin-4-yl)-2-oxo-6-(3-trifluoromethylphenyl)-1,2-dihydropyridine-3-carbonitrile), CO (methanol). The solvent is CN(C)C=O (DMF). Conditions: time 15 minute. Yields the product O=C1NC(=C(C=C1C#N)C1=NC(=NC=C1)NC1=CC=CC=C1)C1=CC(=CC=C1)C(F)(F)F (2-Oxo-5-[2-(phenylamino)-pyrimidin-4-yl]-6-(3-trifluoromethylphenyl)-1,2-dihydropyridine-3-carbonitrile). The yield is 52.7%. As a reaction SMILES: CS([C:5]1[N:10]=[C:9]([C:11]2[CH:12]=[C:13]([C:28]#[N:29])[C:14](=[O:27])[NH:15][C:16]=2[C:17]2[CH:22]=[CH:21][CH:20]=[C:19]([C:23]([F:26])([F:25])[F:24])[CH:18]=2)[CH:8]=[CH:7][N:6]=1)(=O)=O.[NH2:30][C:31]1[CH:36]=[CH:35][CH:34]=[CH:33][CH:32]=1.C[Si]([N-][Si](C)(C)C)(C)C.[K+].CO>CN(C=O)C>[O:27]=[C:14]1[C:13]([C:28]#[N:29])=[CH:12][C:11]([C:9]2[CH:8]=[CH:7][N:6]=[C:5]([NH:30][C:31]3[CH:36]=[CH:35][CH:34]=[CH:33][CH:32]=3)[N:10]=2)=[C:16]([C:17]2[CH:22]=[CH:21][CH:20]=[C:19]([C:23]([F:26])([F:25])[F:24])[CH:18]=2)[NH:15]1 |f:2.3|. Procedure: To 5-(2-methylsulfonylpyrimidin-4-yl)-2-oxo-6-(3-trifluoromethylphenyl)-1,2-dihydropyridine-3-carbonitrile (160 mg, 0.35 mmol) in DMF, under argon, was added a prepared mixture of aniline (129 μL, 1.30 mmole) and potassium bis(trimethylsilyl)amide (0.5M in toluene) (2.6 mL, 1.30 mmole) under argon. The reaction was stirred for 15 minutes and then quenched into ethyl acetate and water. The pH was adjusted to 5.4 with aqueous potassium hydrogen sulfate solution and the ethyl acetate layer removed ... Starting materials: C1CCOC1, CN(C)c1cccc(C(=O)O)c1, NNc1ccc(Cl)nn1, O. Yields the product CN(C)c1cccc(C(=O)NNc2ccc(Cl)nn2)c1. RXN SMILES: [CH2:22]1[O:23][CH2:24][CH2:25][CH2:26]1.[CH3:10][N:11]([c:12]1[cH:13][c:14]([C:15](=[O:16])[OH:17])[cH:18][cH:19][cH:20]1)[CH3:21].[Cl:1][c:2]1[cH:3][cH:4][c:5]([NH:8][NH2:9])[n:6][n:7]1.[OH2:27]>>[Cl:1][c:2]1[cH:3][cH:4][c:5]([NH:8][NH:9][C:15]([c:14]2[cH:13][c:12]([N:11]([CH3:10])[CH3:21])[cH:20][cH:19][cH:18]2)=[O:16])[n:6][n:7]1. The reactants are CO, [Na+], C1CCOC1, [OH-], COC(=O)c1ccc2c(C(C)(C)O)nn(-c3ccsc3)c2c1. The product is CC(C)(O)c1nn(-c2ccsc2)c2cc(C(=O)O)ccc12. Reaction SMILES: [CH3:23][OH:24].[Na+:26].[O:27]1[CH2:28][CH2:29][CH2:30][CH2:31]1.[OH-:25].[OH:1][C:2]([CH3:3])([CH3:4])[c:5]1[n:6][n:7](-[c:18]2[cH:19][s:20][cH:21][cH:22]2)[c:8]2[cH:9][c:10]([C:14](=[O:15])[O:16][CH3:17])[cH:11][cH:12][c:13]12>>[OH:1][C:2]([CH3:3])([CH3:4])[c:5]1[n:6][n:7](-[c:18]2[cH:19][s:20][cH:21][cH:22]2)[c:8]2[cH:9][c:10]([C:14](=[O:15])[OH:16])[cH:11][cH:12][c:13]12. Starting materials: C(N)(=O)C1=CC(=NC(=N1)C1=CC=C(C=C1)OC1=CC=C(C=C1)F)N[C@H](C(=O)OC)C ((S)-methyl 2-((6-carbamoyl-2-(4-(4-fluorophenoxy)phenyl)pyrimidin-4-yl)amino)propanoate), CO (methanol), N (ammonia). The product is NC([C@H](C)NC1=CC(=NC(=N1)C1=CC=C(C=C1)OC1=CC=C(C=C1)F)C(=O)N)=O ((S)-6-((1-amino-1-oxopropan-2-yl)amino)-2-(4-(4-fluorophenoxy)phenyl)pyrimidine-4-carboxamide). Isolated yield 66.0%. RXN SMILES: [C:1]([C:4]1[N:9]=[C:8]([C:10]2[CH:15]=[CH:14][C:13]([O:16][C:17]3[CH:22]=[CH:21][C:20]([F:23])=[CH:19][CH:18]=3)=[CH:12][CH:11]=2)[N:7]=[C:6]([NH:24][C@@H:25]([CH3:30])[C:26]([O:28]C)=O)[CH:5]=1)(=[O:3])[NH2:2].CO.[NH3:33]>>[NH2:33][C:26](=[O:28])[C@@H:25]([NH:24][C:6]1[N:7]=[C:8]([C:10]2[CH:15]=[CH:14][C:13]([O:16][C:17]3[CH:18]=[CH:19][C:20]([F:23])=[CH:21][CH:22]=3)=[CH:12][CH:11]=2)[N:9]=[C:4]([C:1]([NH2:2])=[O:3])[CH:5]=1)[CH3:30]. Reported procedure: A solution of (S)-methyl 2-((6-carbamoyl-2-(4-(4-fluorophenoxy)phenyl)pyrimidin-4-yl)amino)propanoate (4.128 g, 10.05 mmol) in 7M ammonia in methanol (100 mL, 700 mmol) was heated in a sealed tube for 3 days at 50° C. After cooling, the reaction mixture was evaporated in vacuo. The residue was triturated with 150 mL methanol and filtered to obtain the first batch of product. The filtrate was evaporated and chromatographed over silica gel with 50-100% acetone in hexanes. The product fractions wer... Starting materials: O=S(=O)(Cl)C=Cc1ccccc1, CCOC(=O)Cc1csc(N)n1. Product: CCOC(=O)Cc1csc(NS(=O)(=O)C=Cc2ccccc2)n1. RXN SMILES: [CH:13](=[CH:14][c:15]1[cH:16][cH:17][cH:18][cH:19][cH:20]1)[S:21](=[O:22])(=[O:23])[Cl:24].[NH2:1][c:2]1[s:3][cH:4][c:5]([CH2:7][C:8](=[O:9])[O:10][CH2:11][CH3:12])[n:6]1>>[NH:1]([c:2]1[s:3][cH:4][c:5]([CH2:7][C:8](=[O:9])[O:10][CH2:11][CH3:12])[n:6]1)[S:21]([CH:13]=[CH:14][c:15]1[cH:16][cH:17][cH:18][cH:19][cH:20]1)(=[O:22])=[O:23].